describe an organic reaction: reactants, conditions, products, and yield From a dataset of the Open Reaction Database (ORD), a public repository of structured organic reaction records. Starting materials: COc1ccc(C2CNC(=O)C2)cc1OC1CCCC1, Fc1ccc2nc(CCl)ccc2c1. Yields the product COc1ccc(C2CC(=O)N(Cc3ccc4cc(F)ccc4n3)C2)cc1OC1CCCC1. Reaction SMILES: [CH:1]1([O:6][c:7]2[cH:8][c:9]([CH:15]3[CH2:16][C:17](=[O:20])[NH:18][CH2:19]3)[cH:10][cH:11][c:12]2[O:13][CH3:14])[CH2:2][CH2:3][CH2:4][CH2:5]1.[Cl:21][CH2:22][c:23]1[n:24][c:25]2[cH:26][cH:27][c:28]([F:33])[cH:29][c:30]2[cH:31][cH:32]1>>[CH:1]1([O:6][c:7]2[cH:8][c:9]([CH:15]3[CH2:16][C:17](=[O:20])[N:18]([CH2:22][c:23]4[n:24][c:25]5[cH:26][cH:27][c:28]([F:33])[cH:29][c:30]5[cH:31][cH:32]4)[CH2:19]3)[cH:10][cH:11][c:12]2[O:13][CH3:14])[CH2:2][CH2:3][CH2:4][CH2:5]1. The reactants are FCCOC1=CC=C(C(=O)OC)C=C1 (methyl 4-(2-fluoroethoxy)benzoate), solution, [H-].C(C(C)C)[Al+]CC(C)C (diisobutylaluminium hydride). Yields the product OCC1=CC=C(C=C1)OCCF (2-fluoroethyl 4-hydroxymethylphenyl ether). Solvent: hexanes, C1(=CC=CC=C1)C (toluene). Conditions: time 18 hour. Reported procedure: A stirred solution of 7.0 grams (0.035 mole) of methyl 4-(2-fluoroethoxy)benzoate and 75 ml of a 1.0 M solution of diisobutylaluminium hydride in hexanes in 75 ml of toluene was heated at 40° C. for three hours. The mixture was cooled and quenched with methanol. This mixture was stirred at room temperature for approximately 18 hours and was filtered through a pad of celite. The filter cake was washed with a small amount of methanol. The combined filtrate was evaporated under reduced pressure to ... Isolated yield 83.9%. Reaction SMILES: [F:1][CH2:2][CH2:3][O:4][C:5]1[CH:14]=[CH:13][C:8]([C:9](OC)=[O:10])=[CH:7][CH:6]=1.[H-].C([Al+]CC(C)C)C(C)C>C1(C)C=CC=CC=1>[OH:10][CH2:9][C:8]1[CH:7]=[CH:6][C:5]([O:4][CH2:3][CH2:2][F:1])=[CH:14][CH:13]=1 |f:1.2|. The reactants are C(C)C(C([O-])([O-])[O-])(CC)CC (Triethylorthoacetate), NC=1C=C(C(=O)OC)C=C(C1)C(F)(F)F (methyl 3-amino-5-(trifluoromethyl)benzoate), [OH-].[Na+] (sodium hydroxide), [N-]=[N+]=[N-].[Na+] (sodium azide). The solvent is C(C)(=O)O (acetic acid), O (water). Reaction conditions: temperature 75 celsius, time 45 minute. Product: CC1=NN=NN1C=1C=C(C(=O)OC)C=C(C1)C(F)(F)F (methyl 3-(5-methyltetrazol-1-yl)-5-(trifluoromethyl)benzoate). Isolated yield 57.0%. Reaction SMILES: C(C([CH2:10][CH3:11])(CC)C([O-])([O-])[O-])C.[NH2:12][C:13]1[CH:14]=[C:15]([CH:20]=[C:21]([C:23]([F:26])([F:25])[F:24])[CH:22]=1)[C:16]([O:18][CH3:19])=[O:17].[N-:27]=[N+:28]=[N-:29].[Na+].[OH-].[Na+]>C(O)(=O)C.O>[CH3:11][C:10]1[N:12]([C:13]2[CH:14]=[C:15]([CH:20]=[C:21]([C:23]([F:24])([F:25])[F:26])[CH:22]=2)[C:16]([O:18][CH3:19])=[O:17])[N:29]=[N:28][N:27]=1 |f:2.3,4.5|. Procedure details: Triethylorthoacetate (2.57 ml, 14 mmol) was added to a stirred, heated (75° C.) solution of methyl 3-amino-5-(trifluoromethyl)benzoate (the product of Description 1, step ii) (2.19 g, 10 mmol) in acetic acid (15 ml). The mixture was stirred at 75° C. for 45 minutes, then sodium azide (1.95 g, 30 mmol) was added in portions over 45 minutes. The mixture was stirred at 75° C. for 4 hours, cooled and poured into water (50 ml). The pH was adjusted to 7.0 with aqueous sodium hydroxide (4M) and the mix... Starting materials: polyphosphoric acid, ClC=1C=C(C=CC1)SC(CC(=O)O)(C)C (3-(3-chlorophenylthio)-3-methylbutanoic acid). Run in CCOCC (ether), O (water), CCOCC (ether), O (water). Reaction conditions: temperature 70 celsius. The product is ClC1=CC2=C(C(CC(S2)(C)C)=O)C=C1 (7-chloro-2,3-dihydro-2,2-dimethyl-4H-1-benzothiopyran-4-one). The yield is 87.3%. RXN SMILES: [Cl:1][C:2]1[CH:3]=[C:4]([S:8][C:9]([CH3:15])([CH3:14])[CH2:10][C:11]([OH:13])=O)[CH:5]=[CH:6][CH:7]=1>O.CCOCC>[Cl:1][C:2]1[CH:7]=[CH:6][C:5]2[C:11](=[O:13])[CH2:10][C:9]([CH3:15])([CH3:14])[S:8][C:4]=2[CH:3]=1. Reported procedure: To 270 g of polyphosphoric acid heated to 70° C. was added, portionwise, 31.9 g of the product from Step A over 15 min with mechanical stirring under a nitrogen atmosphere. After heating at 70° C. for an additional 45 min, the reaction mixture was cooled to 0° C. and 150 ml of water was carefully added followed by 100 ml of ether. The resulting mixture was further diluted with 170 ml of water and 110 ml of ether. The layers were separated and the aqueous layer was extracted with ether (2×200 ml)...